describe an organic reaction: reactants, conditions, products, and yield From a dataset of the Open Reaction Database (ORD), a public repository of structured organic reaction records. Reactants: COC(C1=CC=C(C=C1)CN(C1CCCC=2C=CC=NC12)CC1=NC2=C(N1)C=CC=C2)=O (4-{[(1H-benzimidazol-2-ylmethyl)-(5,6,7,8-tetrahydro-quinolin-8-yl)-amino]-methyl}-benzoic acid methyl ester), O.NN (hydrazine monohydrate), C([O-])(O)=O.[Na+] (sodium bicarbonate). Run in C(C)O (ethanol). Conditions: temperature 80 celsius. The product is N1C(=NC2=C1C=CC=C2)CN(C2CCCC=1C=CC=NC21)CC2=CC=C(C(=O)NN)C=C2 (4-{[(1H-Benzimidazol-2-ylmethyl)-(5,6,7,8-tetrahydro-quinolin-8-yl)-amino]-methyl}-benzoic acid hydrazide). Isolated yield 63.2%. As a reaction SMILES: C[O:2][C:3](=O)[C:4]1[CH:9]=[CH:8][C:7]([CH2:10][N:11]([CH2:22][C:23]2[NH:27][C:26]3[CH:28]=[CH:29][CH:30]=[CH:31][C:25]=3[N:24]=2)[CH:12]2[C:21]3[N:20]=[CH:19][CH:18]=[CH:17][C:16]=3[CH2:15][CH2:14][CH2:13]2)=[CH:6][CH:5]=1.O.[NH2:34][NH2:35].C(=O)(O)[O-].[Na+]>C(O)C>[NH:24]1[C:25]2[CH:31]=[CH:30][CH:29]=[CH:28][C:26]=2[N:27]=[C:23]1[CH2:22][N:11]([CH2:10][C:7]1[CH:6]=[CH:5][C:4]([C:3]([NH:34][NH2:35])=[O:2])=[CH:9][CH:8]=1)[CH:12]1[C:21]2[N:20]=[CH:19][CH:18]=[CH:17][C:16]=2[CH2:15][CH2:14][CH2:13]1 |f:1.2,3.4|. Procedure: To a stirred solution of 4-{[(1H-benzimidazol-2-ylmethyl)-(5,6,7,8-tetrahydro-quinolin-8-yl)-amino]-methyl}-benzoic acid methyl ester (AMD9711) (140 mg, 0.33 mmol) in dry ethanol (3 mL) was added hydrazine monohydrate (0.5 mL, 10.3 mmol) and the resulting mixture was heated at 80° C. for 24 h. Saturated aqueous sodium bicarbonate (5 mL) was added, the phases separated and the aqueous layer extracted with CH2Cl2 (3×10 mL). The combined organic extracts were dried (MgSO4) and concentrated in vacuo... The reactants are C(C)OC(C=CC=1OC(=C(C1)CO[Si](C(C)C)(C(C)C)C(C)C)C)=O (3-(5-Methyl-4-triisopropylsilanyloxymethyl-furan-2-yl)-acrylic acid ethyl ester). The reagents and catalysts are [Pd] (palladium on carbon). The solvent is C(C)(=O)OCC (ethyl acetate). The product is C(C)OC(CCC=1OC(=C(C1)CO[Si](C(C)C)(C(C)C)C(C)C)C)=O (3-(5-Methyl-4-triisopropylsilanyloxymethyl-furan-2-yl)-propionic acid ethyl ester). The yield is 104.4%. Reaction SMILES: [CH2:1]([O:3][C:4](=[O:25])[CH:5]=[CH:6][C:7]1[O:8][C:9]([CH3:24])=[C:10]([CH2:12][O:13][Si:14]([CH:21]([CH3:23])[CH3:22])([CH:18]([CH3:20])[CH3:19])[CH:15]([CH3:17])[CH3:16])[CH:11]=1)[CH3:2]>C(OCC)(=O)C.[Pd]>[CH2:1]([O:3][C:4](=[O:25])[CH2:5][CH2:6][C:7]1[O:8][C:9]([CH3:24])=[C:10]([CH2:12][O:13][Si:14]([CH:18]([CH3:20])[CH3:19])([CH:21]([CH3:23])[CH3:22])[CH:15]([CH3:17])[CH3:16])[CH:11]=1)[CH3:2]. Procedure: A solution of 3-(5-methyl-4-triisopropylsilanyloxymethyl-furan-2-yl)-acrylic acid ethyl ester (34) (1.0 g) in ethyl acetate (70 mL) was treated with 5% w/w palladium on carbon (350 mg) and hydrogenated at 1 atmosphere for exactly 1¼ hours at room temperature. The reaction mixture was filtered through filter-aid and then concentrated in vacuo to afford compound 35 as a clear oil (1.05 g). LC/MS System A: Rt=5.52 mins. Reactants: CI (methyl iodide), C([O-])([O-])=O.[K+].[K+] (potassium carbonate), CN(C)C=O (DMF), NC=1C(=CC(=C(C1)SC1=C(C(=O)N(C)C)C=CC=C1)[N+](=O)[O-])Cl (2-(5-Amino-4-chloro-2-nitro-phenylthio)-N,N-dimethyl-benzamide), O (water). The product is ClC1=CC(=C(C=C1N(C)C)SC1=C(C(=O)N(C)C)C=CC=C1)[N+](=O)[O-] (2-(4-Chloro-5-dimethylamino-2-nitro-phenylsulfanyl)-N,N-dimethyl-benzamide). Isolated yield 65.0%. Reaction SMILES: NC1[C:3]([Cl:23])=[CH:4][C:5]([N+:20]([O-:22])=[O:21])=[C:6]([S:8][C:9]2[CH:19]=[CH:18][CH:17]=[CH:16][C:10]=2[C:11]([N:13]([CH3:15])[CH3:14])=O)[CH:7]=1.CI.C(=O)([O-])[O-].[K+].[K+].[OH2:32].[CH3:33][N:34]([CH:36]=O)[CH3:35]>>[Cl:23][C:3]1[C:36]([N:34]([CH3:35])[CH3:33])=[CH:7][C:6]([S:8][C:9]2[CH:19]=[CH:18][CH:17]=[CH:16][C:10]=2[C:11]([N:13]([CH3:15])[CH3:14])=[O:32])=[C:5]([N+:20]([O-:22])=[O:21])[CH:4]=1 |f:2.3.4|. Reported procedure: 2-(5-Amino-4-chloro-2-nitro-phenylthio)-N,N-dimethyl-benzamide (18) (1.0 g, 2.84 mmol) was heated to reflux with methyl iodide 1.0 g) and potassium carbonate (5 g) in 10 mL of anhydrous DMF for 24 h. The mixture was poured into cold water and the precipitate was collected by filtration and purified by silica gel chromatography to yield 22 (Yellow powder, 0.7 g, 65%): IR (cm−1, neat) 2923, 1636, 1577, 1498, 1322, 1299; 1H NMR (200 MHz CDCl3) δ 8.23 (s. 1H), 7.4–7.6 (m, 4H), 6.20 (s, 1H), 3.04 (s,... Reactants: ClC1=NC=C(C=C1OC)[N+](=O)[O-] (2-chloro-3-methoxy-5-nitro-pyridine), COC(CC1CCC(CC1)C1=CC=C(C=C1)B1OC(C(O1)(C)C)(C)C)=O ({4-[4-(4,4,5,5-tetramethyl-[1,3,2]dioxaborolan-2-yl)-phenyl]-cyclohexyl}-acetic acid methyl ester), C([O-])([O-])=O.[K+].[K+] (potassium carbonate). Reagents/catalysts: C=1C=CC(=CC1)[P](C=2C=CC=CC2)(C=3C=CC=CC3)[Pd]([P](C=4C=CC=CC4)(C=5C=CC=CC5)C=6C=CC=CC6)([P](C=7C=CC=CC7)(C=8C=CC=CC8)C=9C=CC=CC9)[P](C=1C=CC=CC1)(C=1C=CC=CC1)C=1C=CC=CC1 (Pd(PPh3)4). Run in COCCOC (DME). Run at temperature 100 celsius. Product: COC(CC1CCC(CC1)C1=CC=C(C=C1)C1=NC=C(C=C1OC)[N+](=O)[O-])=O ({4-[4-(3-Methoxy-5-nitro-pyridin-2-yl)-phenyl]cyclohexyl}-acetic acid methyl ester). Reaction SMILES: Cl[C:2]1[C:7]([O:8][CH3:9])=[CH:6][C:5]([N+:10]([O-:12])=[O:11])=[CH:4][N:3]=1.[CH3:13][O:14][C:15](=[O:38])[CH2:16][CH:17]1[CH2:22][CH2:21][CH:20]([C:23]2[CH:28]=[CH:27][C:26](B3OC(C)(C)C(C)(C)O3)=[CH:25][CH:24]=2)[CH2:19][CH2:18]1.C(=O)([O-])[O-].[K+].[K+]>C1C=CC([P]([Pd]([P](C2C=CC=CC=2)(C2C=CC=CC=2)C2C=CC=CC=2)([P](C2C=CC=CC=2)(C2C=CC=CC=2)C2C=CC=CC=2)[P](C2C=CC=CC=2)(C2C=CC=CC=2)C2C=CC=CC=2)(C2C=CC=CC=2)C2C=CC=CC=2)=CC=1.COCCOC>[CH3:13][O:14][C:15](=[O:38])[CH2:16][CH:17]1[CH2:18][CH2:19][CH:20]([C:23]2[CH:24]=[CH:25][C:26]([C:2]3[C:7]([O:8][CH3:9])=[CH:6][C:5]([N+:10]([O-:12])=[O:11])=[CH:4][N:3]=3)=[CH:27][CH:28]=2)[CH2:21][CH2:22]1 |f:2.3.4,^1:48,50,69,88|. Reported procedure: To a solution of 2-chloro-3-methoxy-5-nitro-pyridine (0.10 g, 0.53 mmol, 1.0 equiv) and {4-[4-(4,4,5,5-tetramethyl-[1,3,2]dioxaborolan-2-yl)-phenyl]-cyclohexyl}-acetic acid methyl ester (0.2 g, 0.56 mmol, 1.05 equiv) in 5 Ml DME was added 0.5 Ml saturated potassium carbonate solution and 10 mg Pd(PPh3)4 catalyst. The reaction was heated to 100° C. for 2 h. The crude reaction mixture was then concentrated in vacuo and then loaded directly onto a silica gel column. Elution with 30% EtOAc/hexanes a... Reactants: S(N)(O)(=O)=O (sulphamic acid), Cl(=O)[O-].[Na+] (sodium chlorite), C(=O)C1=CC=C(C(=O)NCC(N2CCN(CC2)C(C2=C(C=CC=C2)C(F)(F)F)=O)=O)C=C1 (4-Formyl-N-{2-oxo-2-[4-(2-trifluoromethyl-benzoyl)-piperazin-1-yl]-ethyl}-benzamide). Run in O (water), CC(=O)C.O (acetone water), O (water). Run at temperature 0 celsius, time 30 minute. The product is O=C(CNC(C1=CC=C(C(=O)O)C=C1)=O)N1CCN(CC1)C(C1=C(C=CC=C1)C(F)(F)F)=O (N-{2-Oxo-2-[4-(2-trifluoromethyl-benzoyl)-piperazin-1-yl]-ethyl}-terephthalamic acid). Yield: 20.0%. As a reaction SMILES: [CH:1]([C:3]1[CH:32]=[CH:31][C:6]([C:7]([NH:9][CH2:10][C:11](=[O:30])[N:12]2[CH2:17][CH2:16][N:15]([C:18](=[O:29])[C:19]3[CH:24]=[CH:23][CH:22]=[CH:21][C:20]=3[C:25]([F:28])([F:27])[F:26])[CH2:14][CH2:13]2)=[O:8])=[CH:5][CH:4]=1)=[O:2].S(=O)(=O)([OH:35])N.Cl([O-])=O.[Na+]>CC(C)=O.O.O>[O:30]=[C:11]([N:12]1[CH2:13][CH2:14][N:15]([C:18](=[O:29])[C:19]2[CH:24]=[CH:23][CH:22]=[CH:21][C:20]=2[C:25]([F:28])([F:27])[F:26])[CH2:16][CH2:17]1)[CH2:10][NH:9][C:7](=[O:8])[C:6]1[CH:31]=[CH:32][C:3]([C:1]([OH:35])=[O:2])=[CH:4][CH:5]=1 |f:2.3,4.5|. Reported procedure: 4-Formyl-N-{2-oxo-2-[4-(2-trifluoromethyl-benzoyl)-piperazin-1-yl]-ethyl}-benzamide (40 mg, 0.90 mmol) was dissolved in an acetone-water mixture (1:1, 0.9 mL) and cooled to 0° C. A mixture of sulphamic acid (26 mg, 0.27 mmol) and sodium chlorite (32 mg, 0.36 mmol) dissolved in minimum amount of water was then added. The resulting mixture was allowed to warm to room temperature and stirred for 30 minutes. 5 mL of water was then added, and the product was extracted with ethyl acetate. The organic ... Reactants: C(C(C)C)O[N+](=O)[O-] (Isobutylnitrate), C(C)(=O)O (Acetic acid), CC(C)([O-])C.[K+] (Potassium tert-butoxide), OC[C@@H](C)[C@H]1CC[C@H]2[C@@H]3CCC4=CC(CC[C@]4(C)[C@H]3CC[C@]12C)=O ((20S)-20-hydroxymethylpregn-4-en-3-one). Solvent: C(C)(C)(C)O (tert-butanol), ClCCl (dichloromethane). Reaction conditions: time 20 minute. Product: OC[C@@H](C)[C@H]1CC[C@H]2[C@@H]3CCC4=C(C(CC[C@]4(C)[C@H]3CC[C@]12C)=O)[N+](=O)[O-] ((20S)-20-hydroxymethyl-4-nitropregn-4-en-3-one). Reaction SMILES: CC(C)([O-])C.[K+].[OH:7][CH2:8][C@H:9]([C@@H:11]1[C@:28]2([CH3:29])[C@H:14]([C@H:15]3[C@H:25]([CH2:26][CH2:27]2)[C@:23]2([CH3:24])[C:18](=[CH:19][C:20](=[O:30])[CH2:21][CH2:22]2)[CH2:17][CH2:16]3)[CH2:13][CH2:12]1)[CH3:10].C([O:35][N+:36]([O-])=[O:37])C(C)C.C(O)(=O)C>C(O)(C)(C)C.ClCCl>[OH:7][CH2:8][C@H:9]([C@@H:11]1[C@:28]2([CH3:29])[C@H:14]([C@H:15]3[C@H:25]([CH2:26][CH2:27]2)[C@:23]2([CH3:24])[C:18](=[C:19]([N+:36]([O-:37])=[O:35])[C:20](=[O:30])[CH2:21][CH2:22]2)[CH2:17][CH2:16]3)[CH2:13][CH2:12]1)[CH3:10] |f:0.1|. Procedure details: Potassium tert-butoxide (7.6 g, 67.8 mM), (20S)-20-hydroxymethylpregn-4-en-3-one (6.6 g, 20 mM) in tert-butanol is heated at reflux temperature for 60 minutes under an argon atmosphere. Isobutylnitrate (2.34 ml, 20 mM) is then added in one continuous portion. After 20 minutes of further refluxing, the reaction vessel is cooled to room temperature. Acetic acid (10 ml) is then added, and the reaction vessel stirred for 18 hours, after which the combination is diluted with dichloromethane (200 mL)....